Dataset: the Open Reaction Database (ORD), a public repository of structured organic reaction records. Task: describe an organic reaction: reactants, conditions, products, and yield Product: COC(=O)C1(NCC(CNC(=O)OC(C)(C)C)c2ccccc2)CCCC1. Reaction SMILES: [C:29]([O:30][BH-:31]([O:32][C:33](=[O:34])[CH3:35])[O:36][C:37](=[O:38])[CH3:39])(=[O:40])[CH3:41].[C:50](=[O:51])([OH:52])[O-:53].[CH:43]([Cl:44])([Cl:45])[Cl:46].[Cl:47][CH2:48][Cl:49].[NH2:19][C:20]1([C:25](=[O:26])[O:27][CH3:28])[CH2:21][CH2:22][CH2:23][CH2:24]1.[Na+:42].[Na+:54].[O:1]=[CH:2][CH:3]([CH2:4][NH:5][C:6]([O:7][C:8]([CH3:9])([CH3:10])[CH3:11])=[O:12])[c:13]1[cH:14][cH:15][cH:16][cH:17][cH:18]1>>[CH2:2]([CH:3]([CH2:4][NH:5][C:6]([O:7][C:8]([CH3:9])([CH3:10])[CH3:11])=[O:12])[c:13]1[cH:14][cH:15][cH:16][cH:17][cH:18]1)[NH:19][C:20]1([C:25](=[O:26])[O:27][CH3:28])[CH2:21][CH2:22][CH2:23][CH2:24]1. Reactants: CC(=O)O[BH-](OC(C)=O)OC(C)=O, O=C([O-])O, ClC(Cl)Cl, ClCCl, COC(=O)C1(N)CCCC1, [Na+], [Na+], CC(C)(C)OC(=O)NCC(C=O)c1ccccc1. Reactants: C(C)(C)(C)OC(=O)[C@H]1N(CCC1)CCO (1-(2-hydroxy-ethyl)-pyrrolidine-2-(S)-carboxylic acid tertbutyl ester), BrC1=CC(=C(C=C1)O)SC1=CC(=CC=C1)F (4-Bromo-2-(3-fluoro-phenylsulfanyl)-phenol), C1(=CC=CC=C1)P(C1=CC=CC=C1)C1=CC=CC=C1 (triphenylphosphine), CCOC(=O)/N=N/C(=O)OCC (DEAD). Solvent: C1CCOC1 (THF), C1CCOC1 (THF), CCCCCCC (Heptane), O1CCCC1 (tetrahydrofuran). Run at temperature 0 celsius, time 16 hour. Product: C(C)(C)(C)OC(=O)[C@H]1N(CCC1)CCOC1=C(C=C(C=C1)Br)SC1=CC(=CC=C1)F ((S)-1-{2-[4-Bromo-2-(3-fluoro-phenylsulfanyl)-phenoxy]-ethyl}-pyrrolidine-2-carboxylic acid tert-butyl ester). Reaction SMILES: [Br:1][C:2]1[CH:7]=[CH:6][C:5]([OH:8])=[C:4]([S:9][C:10]2[CH:15]=[CH:14][CH:13]=[C:12]([F:16])[CH:11]=2)[CH:3]=1.C1(P(C2C=CC=CC=2)C2C=CC=CC=2)C=CC=CC=1.CCOC(/N=N/C(OCC)=O)=O.[C:48]([O:52][C:53]([C@@H:55]1[CH2:59][CH2:58][CH2:57][N:56]1[CH2:60][CH2:61]O)=[O:54])([CH3:51])([CH3:50])[CH3:49]>O1CCCC1.CCCCCCC>[C:48]([O:52][C:53]([C@@H:55]1[CH2:59][CH2:58][CH2:57][N:56]1[CH2:60][CH2:61][O:8][C:5]1[CH:6]=[CH:7][C:2]([Br:1])=[CH:3][C:4]=1[S:9][C:10]1[CH:15]=[CH:14][CH:13]=[C:12]([F:16])[CH:11]=1)=[O:54])([CH3:51])([CH3:50])[CH3:49]. Reported procedure: 4-Bromo-2-(3-fluoro-phenylsulfanyl)-phenol (2.898 g, 9.69 mmol) and triphenylphosphine (3.558 g, 13.6 mmol) was dissolved in tetrahydrofuran (70 mL) and cooled to 0° C. under an inert atmosphere. To the solution was added DEAD (2.81 mL, 14.27 mmol)dropwise. After 25 minutes was added 1-(2-hydroxy-ethyl)-pyrrolidine-2-(S)-carboxylic acid tertbutyl ester (2.504 g, 1.163 mmol) in THF (15 mL) via cannulation. The mixture was stirred at room temperature for 16 hours. Heptane (350 mL) and THF (100 mL)...